This data is from the Open Reaction Database (ORD), a public repository of structured organic reaction records. The task is: describe an organic reaction: reactants, conditions, products, and yield Starting materials: CCCCCCCCCC(C)O, CCCCCCCCC(C)OS(C)(=O)=O, CS(=O)(=O)Cl, CCN(C(C)C)C(C)C, ClCCl. The product is CCCCCCCCCC(C)OS(C)(=O)=O. As a reaction SMILES: [CH3:16][CH:17]([OH:18])[CH2:19][CH2:20][CH2:21][CH2:22][CH2:23][CH2:24][CH2:25][CH2:26][CH3:27].[CH3:1][S:2](=[O:3])(=[O:4])[O:5][CH:6]([CH3:7])[CH2:8][CH2:9][CH2:10][CH2:11][CH2:12][CH2:13][CH2:14][CH3:15].[CH3:28][S:29]([Cl:30])(=[O:31])=[O:32].[CH:33]([N:34]([CH:35]([CH3:36])[CH3:37])[CH2:38][CH3:39])([CH3:40])[CH3:41].[Cl:42][CH2:43][Cl:44]>>[CH3:1][S:2](=[O:3])(=[O:4])[O:5][CH:6]([CH3:7])[CH2:8][CH2:9][CH2:10][CH2:11][CH2:12][CH2:13][CH2:14][CH2:15][CH3:16]. Starting materials: COC1=CC=C(C=C1)SC1=NC(=NC=C1)NC1=CC=C(C=C1)N (N1-(4-(4-methoxyphenylthio)pyrimidin-2-yl)benzene-1,4-diamine), C(C(=C)C)(=O)O (methacrylic acid). Product: COC1=CC=C(C=C1)SC1=NC(=NC=C1)NC1=CC=C(C=C1)NC(C(=C)C)=O (N-(4-(4-(4-methoxyphenylthio)pyrimidin-2-ylamino)phenyl)methacrylamide). Isolated yield 46.5%. As a reaction SMILES: [CH3:1][O:2][C:3]1[CH:8]=[CH:7][C:6]([S:9][C:10]2[CH:15]=[CH:14][N:13]=[C:12]([NH:16][C:17]3[CH:22]=[CH:21][C:20]([NH2:23])=[CH:19][CH:18]=3)[N:11]=2)=[CH:5][CH:4]=1.[C:24](O)(=[O:28])[C:25]([CH3:27])=[CH2:26]>>[CH3:1][O:2][C:3]1[CH:4]=[CH:5][C:6]([S:9][C:10]2[CH:15]=[CH:14][N:13]=[C:12]([NH:16][C:17]3[CH:22]=[CH:21][C:20]([NH:23][C:24](=[O:28])[C:25]([CH3:27])=[CH2:26])=[CH:19][CH:18]=3)[N:11]=2)=[CH:7][CH:8]=1. Procedure details: In a procedure analogous to Example 15, reaction of N1-(4-(4-methoxyphenylthio)pyrimidin-2-yl)benzene-1,4-diamine (80 mg, 0.23 mmol) and methacrylic acid (50 mg, 0.46 mmol) furnished the product (42 mg, 47%). The reactants are BrC=1SC(=CC1C(=O)O)C (2-bromo-5-methyl-3-thiophenecarboxylic acid), S(=O)(Cl)Cl (thionyl chloride), NC1=C(C=C(C=C1)F)O (2-amino-5-fluorophenol). The product is FC1=CC(=C(C=C1)NC(=O)C1=C(SC(=C1)C)Br)O (N-(4-fluoro-2-hydroxyphenyl)-2-bromo-5-methyl-3-thiophenecarboxamide). As a reaction SMILES: [Br:1][C:2]1[S:3][C:4]([CH3:10])=[CH:5][C:6]=1[C:7]([OH:9])=O.S(Cl)(Cl)=O.[NH2:15][C:16]1[CH:21]=[CH:20][C:19]([F:22])=[CH:18][C:17]=1[OH:23]>>[F:22][C:19]1[CH:20]=[CH:21][C:16]([NH:15][C:7]([C:6]2[CH:5]=[C:4]([CH3:10])[S:3][C:2]=2[Br:1])=[O:9])=[C:17]([OH:23])[CH:18]=1. Procedure: In the same manner as in Starting Material Synthesis Example 67 and using 2-bromo-5-methyl-3-thiophenecarboxylic acid, thionyl chloride and 2-amino-5-fluorophenol, N-(4-fluoro-2-hydroxyphenyl)-2-bromo-5-methyl-3-thiophenecarboxamide is obtained. The reactants are ClC1=NC(=NC(=N1)C1=CC=CC=C1)C1=CC=CC=C1 (2-chloro-[4,6-bisphenyl]-1,3,5-triazine), C1=CC=CC=2C=3C=CC4=C(C3NC12)C1=CC=CC=C1S4 (12H-7-thia-12-azaindeno[1,2-a]fluorene), [H-].[Na+] (NaH), oil. Solvent: CN(C=O)C (dimethylformamide), CN(C=O)C (dimethylformamide). Run at time 1 hour. The product is C1(=CC=CC=C1)C1=NC(=NC(=N1)C1=CC=CC=C1)N1C=2C=CC=CC2C=2C=CC3=C(C12)C1=CC=CC=C1S3 (12-(4,6-Diphenyl-1,3,5-triazin-2-yl)-7-thia-12-azaindeno[1,2-a]-fluorene). Reaction SMILES: [CH:1]1[C:13]2[NH:12][C:11]3[C:10]4[C:14]5[C:19]([S:20][C:9]=4[CH:8]=[CH:7][C:6]=3[C:5]=2[CH:4]=[CH:3][CH:2]=1)=[CH:18][CH:17]=[CH:16][CH:15]=5.[H-].[Na+].Cl[C:24]1[N:29]=[C:28]([C:30]2[CH:35]=[CH:34][CH:33]=[CH:32][CH:31]=2)[N:27]=[C:26]([C:36]2[CH:41]=[CH:40][CH:39]=[CH:38][CH:37]=2)[N:25]=1>CN(C)C=O>[C:36]1([C:26]2[N:27]=[C:28]([C:30]3[CH:31]=[CH:32][CH:33]=[CH:34][CH:35]=3)[N:29]=[C:24]([N:12]3[C:11]4[C:10]5[C:14]6[C:19]([S:20][C:9]=5[CH:8]=[CH:7][C:6]=4[C:5]4[CH:4]=[CH:3][CH:2]=[CH:1][C:13]3=4)=[CH:18][CH:17]=[CH:16][CH:15]=6)[N:25]=2)[CH:41]=[CH:40][CH:39]=[CH:38][CH:37]=1 |f:1.2|. Reported procedure: 15.1 g (55.4 mmol) of 12H-7-thia-12-azaindeno[1,2-a]fluorene are dissolved in 315 ml of dimethylformamide under a protective-gas atmosphere, and 2.4 g of 60% NaH in mineral oil (61 mmol) are added. After 1 h at room temperature, a solution of 2-chloro-[4,6-bisphenyl]-1,3,5-triazine (17.8 g, 66.5 mmol) in 80 ml of dimethylformamide is added dropwise. The reaction mixture is stirred at room temperature for 12 h. After this time, the reaction mixture is poured onto ice and extracted three times wit... Starting materials: C(C)S.[Na] (Sodium ethanethiol), O=C1N(C=CC=C1)C1=C(C=CC=C1)OC (2-(2-oxo-2H-pyridin-1-yl)-anisole). Run in CN(C)C=O (DMF). Conditions: temperature 100 celsius. Product: O=C1N(C=CC=C1)C1=C(C=CC=C1)O (2-(2-Oxo-2H-pyridin-1-yl)-phenol). RXN SMILES: C(S)C.[Na].[O:5]=[C:6]1[CH:11]=[CH:10][CH:9]=[CH:8][N:7]1[C:12]1[CH:17]=[CH:16][CH:15]=[CH:14][C:13]=1[O:18]C>CN(C=O)C>[O:5]=[C:6]1[CH:11]=[CH:10][CH:9]=[CH:8][N:7]1[C:12]1[CH:17]=[CH:16][CH:15]=[CH:14][C:13]=1[OH:18] |f:0.1,^1:3|. Procedure: Sodium ethanethiol (0.108 g, 1.29 mmol) was added to a solution of 2-(2-oxo-2H-pyridin-1-yl)-anisole (0.100 g, 0.497 mmol) in DMF (2 mL), and the reaction mixture was heated at 100° C. for 3 hr. The reaction mixture was partitioned between CHCl3 and saturated aqueous ammonium chloride and treated with 8N HCl (pH=1). The organic layer was separated, washed with H2O, brine, dried (Na2SO4), filtered, concentrated, and taken up in EtOAc, then extracted with 2% NaOH solution. The aqueous basic layer ... The reactants are C(C)(=O)N[C@H]1[C@@H](CCC1)[Hg]Cl (trans-1-acetamido-2-chloromercuriocyclopentane), ClC(C#N)=C (2-chloroacrylonitrile), [BH4-].[Na+] (sodium borohydride). The solvent is C(C)O (ethanol), C(C)O (ethanol). Run at time 1 hour. Yields the product C(C)(=O)N[C@H]1[C@@H](CCC1)CC(C#N)Cl (trans-1-Acetamido-2-(2-chloro-2-cyanoethyl)cyclopentane). Reaction SMILES: [C:1]([NH:4][C@@H:5]1[CH2:9][CH2:8][CH2:7][C@H:6]1[Hg]Cl)(=[O:3])[CH3:2].[Cl:12][C:13](=[CH2:16])[C:14]#[N:15].[BH4-].[Na+]>C(O)C>[C:1]([NH:4][C@@H:5]1[CH2:9][CH2:8][CH2:7][C@H:6]1[CH2:16][CH:13]([Cl:12])[C:14]#[N:15])(=[O:3])[CH3:2] |f:2.3|. Reported procedure: 16.1 g of trans-1-acetamido-2-chloromercuriocyclopentane are suspended in 200 ml of ethanol. 10.7 ml of 2-chloroacrylonitrile are added, followed by 1.7 g of sodium borohydride in 40 ml of ethanol as rapidly as possible while cooling in ice. After 1 hour at room temperature, the mixture is filtered with suction through kieselguhr, the filtrate is evaporated, the residue is taken up with methylene chloride, this solution is washed twice with 1N sodium hydroxide solution, and the organic phase is ...